This data is from the Open Reaction Database (ORD), a public repository of structured organic reaction records. The task is: describe an organic reaction: reactants, conditions, products, and yield Starting materials: S(=S)(=O)([O-])[O-].[Na+].[Na+] (sodium thiosulfate), O (water), B1(OO1)[O-].O.O.O.O.[Na+] (sodium perborate tetrahydrate), C1(=CCCCC1)C=1C=NN(C1)C1OCCCC1 (4-cyclohex-1-en-1-yl-1-(tetrahydro-2H-pyran-2-yl)-1H-pyrazole). The solvent is C1CCOC1 (THF). Reaction conditions: time 30 minute. Yields the product O1C(CCCC1)N1N=CC(=C1)[C@@H]1[C@H](CCCC1)O ((1S*,2R*)-2-[1-(Tetrahydro-2H-pyran-2-yl)-1H-pyrazol-4-yl]cyclohexanol). Isolated yield 70.6%. As a reaction SMILES: [C:1]1([C:7]2[CH:8]=[N:9][N:10]([CH:12]3[CH2:17][CH2:16][CH2:15][CH2:14][O:13]3)[CH:11]=2)[CH2:6][CH2:5][CH2:4][CH2:3][CH:2]=1.O.B1([O-])O[O:20]1.O.O.O.O.[Na+].S([O-])([O-])(=O)=S.[Na+].[Na+]>C1COCC1>[O:13]1[CH2:14][CH2:15][CH2:16][CH2:17][CH:12]1[N:10]1[CH:11]=[C:7]([C@H:1]2[CH2:6][CH2:5][CH2:4][CH2:3][C@@H:2]2[OH:20])[CH:8]=[N:9]1 |f:2.3.4.5.6.7,8.9.10|. Reported procedure: To a solution of the 4-cyclohex-1-en-1-yl-1-(tetrahydro-2H-pyran-2-yl)-1H-pyrazole (775 mg, 3.34 mmol) prepared in Example 33a in THF (4 mL), a borane-THF complex (0.95 M; 3.4 mL, 3.23 mmol) was added with cooling on ice, and the reaction solution was stirred for 30 minutes with cooling on ice. To the reaction solution, a borane-THF complex (0.95 M; 3.4 mL, 3.23 mmol) was added again, and the mixture was stirred at room temperature for 90 minutes. To the reaction solution, water (5 mL) and subse... Starting materials: N=1N=CN2C1CC1=C(C=C2)C=CS1 (10H-thieno[2,3-d]-1,2,4-triazolo[4,3-a]azepine), compound ( 9 ), C(C)O (ethanol). The reagents and catalysts are [Pd] (palladium on activated carbon). The solvent is C(C)(=O)O (acetic acid). Product: CN1CCC(CC1)C1C=2N(CCC3=C1SC=C3)N=CN2 ((±)-6,10-dihydro-10-(1-methyl-4-piperidinyl)-5H-thieno[2,3-d][1,2,4]triazolo[1,5-a]azepine). Yield: 76.0%. As a reaction SMILES: [N:1]1[N:2]=[CH:3][N:4]2[CH:10]=[CH:9][C:8]3[CH:11]=[CH:12][S:13][C:7]=3[CH2:6][C:5]=12.[CH2:14](O)[CH3:15]>C(O)(=O)C.[Pd]>[CH3:3][N:4]1[CH2:15][CH2:14][CH:7]([CH:6]2[C:7]3[S:13][CH:12]=[CH:11][C:8]=3[CH2:9][CH2:10][N:1]3[N:2]=[CH:3][N:4]=[C:5]23)[CH2:6][CH2:5]1. Procedure: A mixture of compound (10) (0.00342 mol) and compound (9) (0.00342 mol) was hydrogenated in acetic acid (1.65 ml) and ethanol (150 ml) with palladium on activated carbon (2 g) as a catalyst at 50° C. overnight under a 3 bar pressure in a Parr apparatus. The catalyst was filtered through celite and the filtrate was evaporated till dryness. The residue was taken up in dichloromethane and washed with potassium carbonate 10%. The organic layer was dried (MgSO4), filtered off and evaporated. The resi...